Dataset: the Open Reaction Database (ORD), a public repository of structured organic reaction records. Task: describe an organic reaction: reactants, conditions, products, and yield Starting materials: (5-hexenyl)malon-tetraacetal, O (water), C1(=CC=C(C=C1)S(=O)(=O)O)C (p-toluene-sulphonic acid), C(O)([O-])=O.[Na+] (sodium hydrogen carbonate), C(C)OCC (diethyl ether). Product: COC=C(C=O)CCCCC=C (3-methoxy-2-(5-hexenyl)acrolein). Reaction SMILES: O.[C:2]1([CH3:12])[CH:7]=[CH:6][C:5](S(O)(=O)=O)=[CH:4][CH:3]=1.[C:13](=[O:16])([O-])O.[Na+].[CH2:18]([O:20][CH2:21]C)C>>[CH3:18][O:20][CH:21]=[C:12]([CH2:2][CH2:7][CH2:6][CH2:5][CH:4]=[CH2:3])[CH:13]=[O:16] |f:2.3|. Reported procedure: A mixture of 3.77 g of crude (5-hexenyl)malon-tetraacetal, 0.35 ml of water and 15 mg of p-toluene-sulphonic acid is heated to 80°-85° C. for 3 hours while stirring. After cooling the mixture is treated with 160 mg of sodium hydrogen carbonate and stirred for 1.5 hours. Subsequently, the reaction mixture is diluted with diethyl ether, extracted three times with cold 3N sodium hydroxide solution, washed with water and dried. The crude 3-methoxy-2-(5-hexenyl)acrolein which is obtained after evapor...